This data is from the Open Reaction Database (ORD), a public repository of structured organic reaction records. The task is: describe an organic reaction: reactants, conditions, products, and yield Starting materials: CC1=CC=C(S1)C(=S)[O-] (5-methylthiothiophene-2-carboxylate), NC(C=1C=C(SC1C)C(=S)OC)=S (methyl 4-(aminothioxomethyl)-5-methylthiothiophene-2-carboxylate), BrCC(=O)C=1C=NC=CC1Cl (2-bromo-1-(4-chloro(3-pyridyl))ethan-1-one). Product: ClC1=C(C=NC=C1)C=1N=C(SC1)C=1C=C(SC1C)C(=S)OC (methyl 4-[4-(4-chloro(3-pyridyl))(1,3-thiazol-2-yl)]-5-methylthiothiophene-2-carboxylate). Isolated yield 80.4%. RXN SMILES: CC1SC(C([O-])=S)=CC=1.[NH2:10][C:11](=[S:22])[C:12]1[CH:13]=[C:14]([C:18]([O:20][CH3:21])=[S:19])[S:15][C:16]=1[CH3:17].Br[CH2:24][C:25]([C:27]1[CH:28]=[N:29][CH:30]=[CH:31][C:32]=1[Cl:33])=O>>[Cl:33][C:32]1[CH:31]=[CH:30][N:29]=[CH:28][C:27]=1[C:25]1[N:10]=[C:11]([C:12]2[CH:13]=[C:14]([C:18]([O:20][CH3:21])=[S:19])[S:15][C:16]=2[CH3:17])[S:22][CH:24]=1. Reported procedure: Methyl 4-4-(4-chloro(3-pyridyl))(3-thiazol-2-yl)]-5-methylthiothiophene-2-carboxylate: 240 mg (0.970 mmol) of methyl 4-(aminothioxomethyl)-5-methylthiothiophene-2-carboxylate (Maybridge Chemical Co. LTD., Cornwall, U.K.) was reacted with 2-bromo-1-(4-chloro(3-pyridyl))ethan-1-one (1.06 mmol; 250 mg) in a manner similar to Example 22, step (a) to afford 286 mg (77% yield) of methyl 4-[4-(4-chloro(3-pyridyl))(1,3-thiazol-2-yl)]-5-methylthiothiophene-2-carboxylate. The reactants are CCO, Clc1nc2ccccc2c2ccccc12, ClCCl, Cl, NN, [Na+], O, O=C([O-])O, Cc1ccccc1NN. Yields the product Cl, Cc1ccccc1NNc1nc2ccccc2c2ccccc12. As a reaction SMILES: [CH3:36][CH2:37][OH:38].[Cl:18][c:19]1[n:20][c:21]2[cH:22][cH:23][cH:24][cH:25][c:26]2[c:27]2[cH:28][cH:29][cH:30][cH:31][c:32]12.[Cl:33][CH2:34][Cl:35].[ClH:1].[NH2:16][NH2:17].[Na+:11].[OH2:39].[OH:12][C:13](=[O:14])[O-:15].[c:2]1([CH3:10])[c:3]([NH:8][NH2:9])[cH:4][cH:5][cH:6][cH:7]1>>[ClH:18].[c:2]1([CH3:10])[c:3]([NH:8][NH:9][c:19]2[n:20][c:21]3[cH:22][cH:23][cH:24][cH:25][c:26]3[c:27]3[cH:28][cH:29][cH:30][cH:31][c:32]23)[cH:4][cH:5][cH:6][cH:7]1. Starting materials: S(=O)(=O)(Cl)Cl (Sulfurylchloride), C1(=CC=CC=C1)P(C1=CC=CC=C1)C1=CC=CC=C1 (triphenylphosphine), O1C(=CC=C2C1=CC=C2)C2=C(C=CC=C2)/C=C/S(=O)(=O)O ((E)-2-(4-benzofuran-2-ylphenyl)ethenesulfonic acid). The reagents and catalysts are [I-].C(CCC)[N+](CCCC)(CCCC)CCCC (tetrabutyl ammonium iodide). Solvent: C(Cl)Cl (CH2Cl2). Reaction conditions: time 6 hour. Yields the product O1C(=CC=C2C1=CC=C2)C2=C(C=CC=C2)/C=C/S(=O)(=O)Cl ((E)-2-(4-Benzofuran-2-ylphenyl)ethenesulfonyl chloride). The yield is 71.8%. As a reaction SMILES: [S:1]([Cl:5])(Cl)(=[O:3])=[O:2].C1(P(C2C=CC=CC=2)C2C=CC=CC=2)C=CC=CC=1.[O:25]1[C:30]2=[CH:31][CH:32]=[CH:33][C:29]2=[CH:28][CH:27]=[C:26]1[C:34]1[CH:39]=[CH:38][CH:37]=[CH:36][C:35]=1/[CH:40]=[CH:41]/S(O)(=O)=O>C(Cl)Cl.[I-].C([N+](CCCC)(CCCC)CCCC)CCC>[O:25]1[C:30]2=[CH:31][CH:32]=[CH:33][C:29]2=[CH:28][CH:27]=[C:26]1[C:34]1[CH:39]=[CH:38][CH:37]=[CH:36][C:35]=1/[CH:40]=[CH:41]/[S:1]([Cl:5])(=[O:3])=[O:2] |f:4.5|. Procedure details: Sulfurylchloride (0.21 mL, 2.6 mmol) was added to a solution of triphenylphosphine (0.68 g, 2.5 mmol) in CH2Cl2 (10 mL) at 0° C. The ice-bath was then removed and (E)-2-(4-benzofuran-2-ylphenyl)ethenesulfonic acid (0.38 g, 1.18 mmol) was added and the resulting mixture was stirred for 6 h at RT. A catalytic amount of tetrabutyl ammonium iodide was added and the reaction was stirred for an additional 12 h. The mixture was then filtered and the filtrate was concentrated in vacuo and the product wa... Starting materials: O (water), ice, [OH-].[NH4+] (ammonium hydroxide), ethyl and methyl esters, CN(C)N=NC1=C([Se]C2=C1CCCC2)C(=O)[O-] (3-[(dimethylamino)diazenyl]-4,5,6,7-tetrahydrobenzo[2,1-d]selenophene-2-carboxylate). Run in C1CCOC1 (THF). Reaction conditions: time 66 hour. The product is CN(C)N=NC=1C2=C([Se]C1C(=O)N)CCCC2 (3-[(Dimethylamino)diazenyl]-4,5,6,7-tetrahydrobenzo[1,2-b]selenophene-2-carboxamide). Yield: 18.0%. Reaction SMILES: [OH-].[NH4+:2].[CH3:3][N:4]([N:6]=[N:7][C:8]1[C:12]2[CH2:13][CH2:14][CH2:15][CH2:16][C:11]=2[Se:10][C:9]=1[C:17]([O-:19])=O)[CH3:5].O>C1COCC1>[CH3:3][N:4]([N:6]=[N:7][C:8]1[C:12]2[CH2:13][CH2:14][CH2:15][CH2:16][C:11]=2[Se:10][C:9]=1[C:17]([NH2:2])=[O:19])[CH3:5] |f:0.1|. Procedure details: To an ice cold (0-5° C.) solution of ammonium hydroxide (60 mL) was added a mixture of ethyl and methyl esters of 3-[(dimethylamino)diazenyl]-4,5,6,7-tetrahydrobenzo[2,1-d]selenophene-2-carboxylate (600 mg) in THF (6 mL) for 5 min. A catalytic amount of PEG-400 was added and stirred at rt for 66 h. The solution was poured into ice cooled water and extracted with chloroform (3×150 mL). The combined organic layer was washed with water, brine and dried over sodium sulfate. The solution was filtered... Starting materials: C1(CCCCC1)CNC1=CC(=C(C=C1[N+](=O)[O-])NC1=CC=CC=C1)N1CCN(CC1)C (N4-cyclohexylmethyl-2-(4-methyl-piperazin-1-yl)-5-nitro-N1-phenyl-benzene-1,4-diamine), [H][H] (hydrogen). The reagents and catalysts are [Pd] (palladium on activated carbon). Run in C1CCOC1 (THF). Reaction conditions: time 3 minute. The product is C1(CCCCC1)CNC=1C(=CC(=C(C1)N1CCN(CC1)C)NC1=CC=CC=C1)N (N1-cyclohexylmethyl-5-(4-methyl-piperazin-1-yl)-N4-phenyl-benzene-1,2,4-triamine). Yield: 47.9%. Reaction SMILES: [CH:1]1([CH2:7][NH:8][C:9]2[C:14]([N+:15]([O-])=O)=[CH:13][C:12]([NH:18][C:19]3[CH:24]=[CH:23][CH:22]=[CH:21][CH:20]=3)=[C:11]([N:25]3[CH2:30][CH2:29][N:28]([CH3:31])[CH2:27][CH2:26]3)[CH:10]=2)[CH2:6][CH2:5][CH2:4][CH2:3][CH2:2]1.[H][H]>C1COCC1.[Pd]>[CH:1]1([CH2:7][NH:8][C:9]2[C:14]([NH2:15])=[CH:13][C:12]([NH:18][C:19]3[CH:24]=[CH:23][CH:22]=[CH:21][CH:20]=3)=[C:11]([N:25]3[CH2:30][CH2:29][N:28]([CH3:31])[CH2:27][CH2:26]3)[CH:10]=2)[CH2:6][CH2:5][CH2:4][CH2:3][CH2:2]1. Procedure details: To a solution of N4-cyclohexylmethyl-2-(4-methyl-piperazin-1-yl)-5-nitro-N1-phenyl-benzene-1,4-diamine (0.22 g, 0.53 mmol) in THF (5.00 mL) was added 10% palladium on activated carbon (0.22 g). The reaction flask was equipped with a septum and was placed under vacuum for 3 min. This flask was placed under hydrogen atmosphere (balloon inflated with hydrogen) and the reaction mixture was stirred for 18 h. The palladium was filtered off through a plug of diatomaceous earth and washed with EtOAc. Th... Solvent: O (water). The reactants are ClC1=C(C(SC2=CC=C(C=C2)NC(C2=C(C=CC=C2)Cl)=O)=O)C=CC=C1 (S-4-(2-chlorobenzamido)phenyl 2-chlorobenzothioate), CCOC(=O)C (EtOAc), [OH-].[Na+] (NaOH). Run at temperature 70 celsius. Isolated yield 86.8%. Reaction SMILES: ClC1C=CC=CC=1C(=O)[S:5][C:6]1[CH:11]=[CH:10][C:9]([NH:12][C:13](=[O:21])[C:14]2[CH:19]=[CH:18][CH:17]=[CH:16][C:15]=2[Cl:20])=[CH:8][CH:7]=1.CCOC(C)=O.[OH-].[Na+]>O>[Cl:20][C:15]1[CH:16]=[CH:17][CH:18]=[CH:19][C:14]=1[C:13]([NH:12][C:9]1[CH:10]=[CH:11][C:6]([SH:5])=[CH:7][CH:8]=1)=[O:21] |f:2.3|. Procedure: S-4-(2-chlorobenzamido)phenyl 2-chlorobenzothioate (305 g, 0.76 mol), EtOAc (325 mL), and water (65 mL) are charged to a flask fitted with reflux condenser. A solution of NaOH (3 eq., 50% aq.) is added and the mixture heated to 70° C. for 30-40 minutes. EtOAc was removed by distillation at 100 mm Hg and the mixture cooled to 5° C. The mixture was acidified with 6N HCl to pH 2. The solid is collected by vacuum filtration and washed with water (390 mL). The solid is taken up in CH2Cl2 (520 mL) and... Yields the product ClC1=C(C(=O)NC2=CC=C(C=C2)S)C=CC=C1 (2-chloro-N-(4-mercaptophenyl)benzamide).